From a dataset of the Open Reaction Database (ORD), a public repository of structured organic reaction records. describe an organic reaction: reactants, conditions, products, and yield Procedure details: A mixture of 164a (200 mg, 0.30 mmol) and NaBH4 (36 mg, 0.90 mmol) in methanol (30 mL) was stirred at 30° C. for 2 h. The mixture was quenched with water and concentrated under reduced pressure. The residue was extracted with ethyl acetate (3×10 mL). The combined ethyl acetate extract was concentrated under reduced pressure and the residue was purified by reverse-phase prep-HPLC to afford 164 (140 mg, 72%) as light green solid. MS-ESI: [M+H]+ 679.3. 1H NMR (500 MHz, CDCl3) δ 8.63 (d, J=2.5 Hz, 1... Product: C(C)[C@@H]1N(CCN(C1)C1COC1)C=1C=CC(=NC1)NC1=CC(=CN(C1=O)C)C1=C(C(=NC=C1)N1C(C=2N(CC1)C1=C(C2)CC(C1)(C)C)=O)CO (2-{5-[5-((S)-2-Ethyl-4-oxetan-3-yl-piperazin-1-yl)-pyridin-2-ylamino]-3′-hydroxymethyl-1-methyl-6-oxo-1,6-dihydro-[3,4′]bipyridinyl-2′-yl}-7,7-dimethyl-3,4,7,8-tetrahydro-2H,6H-cyclopenta[4,5]pyrrolo[1,2-a]pyrazin-1-one). Run at temperature 30 celsius, time 2 hour. RXN SMILES: [CH3:1][C:2]1([CH3:50])[CH2:13][C:12]2[CH:11]=[C:10]3[N:5]([CH2:6][CH2:7][N:8]([C:15]4[C:20]([CH:21]=[O:22])=[C:19]([C:23]5[CH:28]=[C:27]([NH:29][C:30]6[CH:35]=[CH:34][C:33]([N:36]7[CH2:41][CH2:40][N:39]([CH:42]8[CH2:45][O:44][CH2:43]8)[CH2:38][C@@H:37]7[CH2:46][CH3:47])=[CH:32][N:31]=6)[C:26](=[O:48])[N:25]([CH3:49])[CH:24]=5)[CH:18]=[CH:17][N:16]=4)[C:9]3=[O:14])[C:4]=2[CH2:3]1.[BH4-].[Na+]>CO>[CH2:46]([C@H:37]1[CH2:38][N:39]([CH:42]2[CH2:43][O:44][CH2:45]2)[CH2:40][CH2:41][N:36]1[C:33]1[CH:34]=[CH:35][C:30]([NH:29][C:27]2[C:26](=[O:48])[N:25]([CH3:49])[CH:24]=[C:23]([C:19]3[CH:18]=[CH:17][N:16]=[C:15]([N:8]4[CH2:7][CH2:6][N:5]5[C:4]6[CH2:3][C:2]([CH3:50])([CH3:1])[CH2:13][C:12]=6[CH:11]=[C:10]5[C:9]4=[O:14])[C:20]=3[CH2:21][OH:22])[CH:28]=2)=[N:31][CH:32]=1)[CH3:47] |f:1.2|. The solvent is CO (methanol). The reactants are CC1(CC=2N3CCN(C(C3=CC2C1)=O)C1=NC=CC(=C1C=O)C1=CN(C(C(=C1)NC1=NC=C(C=C1)N1[C@H](CN(CC1)C1COC1)CC)=O)C)C (2-{4,4-Dimethyl-9-oxo-1,10-diazatricyclo[6.4.0.02,6]dodeca-2(6),7-dien-10-yl}-4-[5-({5-[(2S)-2-ethyl-4-(oxetan-3-yl)piperazin-1-yl]pyridin-2-yl}amino)-1-methyl-6-oxo-1,6-dihydropyridin-3-yl]pyridine-3-carbaldehyde), [BH4-].[Na+] (NaBH4). The yield is 68.7%. The reactants are O=C([O-])[O-], COc1ccc(CCl)cc1, CC#N, [Cs+], [Cs+], CCCCC1(CCCC)CN(c2ccccc2)c2cc(Br)c(OC)cc2S(=O)(=O)N1. Product: CCCCC1(CCCC)CN(c2ccccc2)c2cc(Br)c(OC)cc2S(=O)(=O)N1Cc1ccc(OC)cc1. Reaction SMILES: [C:41](=[O:42])([O-:43])[O-:44].[CH3:31][O:32][c:33]1[cH:34][cH:35][c:36]([CH2:37][Cl:38])[cH:39][cH:40]1.[CH3:47][C:48]#[N:49].[Cs+:45].[Cs+:46].[O:1]=[S:2]1(=[O:30])[NH:3][C:4]([CH2:22][CH2:23][CH2:24][CH3:25])([CH2:26][CH2:27][CH2:28][CH3:29])[CH2:5][N:6]([c:16]2[cH:17][cH:18][cH:19][cH:20][cH:21]2)[c:7]2[c:8]1[cH:9][c:10]([O:14][CH3:15])[c:11]([Br:13])[cH:12]2>>[O:1]=[S:2]1(=[O:30])[N:3]([CH2:37][c:36]2[cH:35][cH:34][c:33]([O:32][CH3:31])[cH:40][cH:39]2)[C:4]([CH2:22][CH2:23][CH2:24][CH3:25])([CH2:26][CH2:27][CH2:28][CH3:29])[CH2:5][N:6]([c:16]2[cH:17][cH:18][cH:19][cH:20][cH:21]2)[c:7]2[c:8]1[cH:9][c:10]([O:14][CH3:15])[c:11]([Br:13])[cH:12]2. Starting materials: C(C)OC(CC1CCN(CC1)C(C(C(NC(C1=C(C=C(C=C1)C#N)F)=O)CC)(C)C)=O)=O (ethyl-N-(N-(4-cyano-2-fluorobenzoyl)-β-ethyl-α,α-dimethyl-β-alanyl)-4-piperidineacetate), OC1CCNCC1 (4-hydroxypiperidine), amine. Yields the product C(C)OC(CC1CCN(CC1)C(C(C(NC(C1=C(C=C(C=C1)C(=N)N1CCC(CC1)O)F)=O)CC)(C)C)=O)=O (Ethyl-N-(N-(4-(4-hydroxy-1-piperidinoimidoyl)-2-fluorobenzoyl)-β-ethyl-α,α-dimethyl-β-alanyl)-4-piperidineacetate). Yield: 26.0%. RXN SMILES: [CH2:1]([O:3][C:4](=[O:32])[CH2:5][CH:6]1[CH2:11][CH2:10][N:9]([C:12](=[O:31])[C:13]([CH3:30])([CH3:29])[CH:14]([CH2:27][CH3:28])[NH:15][C:16](=[O:26])[C:17]2[CH:22]=[CH:21][C:20]([C:23]#[N:24])=[CH:19][C:18]=2[F:25])[CH2:8][CH2:7]1)[CH3:2].[OH:33][CH:34]1[CH2:39][CH2:38][NH:37][CH2:36][CH2:35]1>>[CH2:1]([O:3][C:4](=[O:32])[CH2:5][CH:6]1[CH2:7][CH2:8][N:9]([C:12](=[O:31])[C:13]([CH3:30])([CH3:29])[CH:14]([CH2:27][CH3:28])[NH:15][C:16](=[O:26])[C:17]2[CH:22]=[CH:21][C:20]([C:23]([N:37]3[CH2:38][CH2:39][CH:34]([OH:33])[CH2:35][CH2:36]3)=[NH:24])=[CH:19][C:18]=2[F:25])[CH2:10][CH2:11]1)[CH3:2]. Procedure details: The same procedure as in Example 45 was performed with ethyl-N-(N-(4-cyano-2-fluorobenzoyl)-β-ethyl-α,α-dimethyl-β-alanyl)-4-piperidineacetate (1.4 g, 3.1 mmol) by using 4-hydroxypiperidine (3.1 g) as an amine to yield the titled compound (440 mg, 26%). Starting materials: C1(=CC=CC=C1)C (Toluene), FC(S(=O)(=O)OS(=O)(=O)C(F)(F)F)(F)F (Trifluoromethanesulfonic anhydride), C(C=1C(O)=CC=CC1)(=O)OC (methyl salicylate), N1=CC=CC=C1 (pyridine). Run in ClCCl (dichloromethane). Conditions: temperature -40 celsius, time 16 hour. Yields the product FC(S(=O)(=O)OC1(C(C(=O)OC)C=CC=C1)O)(F)F (Methyl 2-trifluoromethanesulfonyloxysalicylate). As a reaction SMILES: [F:1][C:2]([F:15])([F:14])[S:3]([O:6]S(C(F)(F)F)(=O)=O)(=[O:5])=[O:4].[C:16]([O:25][CH3:26])(=[O:24])[C:17]1[C:18](=[CH:20][CH:21]=[CH:22][CH:23]=1)[OH:19].N1C=CC=CC=1.C1(C)C=CC=CC=1>ClCCl>[F:1][C:2]([F:15])([F:14])[S:3]([O:6][C:18]1([OH:19])[CH:20]=[CH:21][CH:22]=[CH:23][CH:17]1[C:16]([O:25][CH3:26])=[O:24])(=[O:5])=[O:4]. Procedure details: Trifluoromethanesulfonic anhydride (28.4 mL, 169 mmol, 1.1 eq) was added to a solution of methyl salicylate (20 mL, 154 mmol) and pyridine (31 mL, 385 mmol, 2.5 eq) in dichloromethane (150 mL) maintained at an internal temperature about −40° C., under nitrogen. Once the addition was complete, the mixture was allowed to warm to ambient temperature and stirred for 16 hours. Toluene (150 mL) was added causing precipitation. The solids were removed by filtration and washed with toluene (20 mL). The ... Starting materials: COc1ccc(N2CC(C)NC(C)C2)cc1NS(=O)(=O)c1ccc(Br)cc1F, CC(C)(C)[O-], COCCOC, [K+], O, c1ccc(P(c2ccccc2)(c2ccccc2)[Pd](P(c2ccccc2)(c2ccccc2)c2ccccc2)(P(c2ccccc2)(c2ccccc2)c2ccccc2)P(c2ccccc2)(c2ccccc2)c2ccccc2)cc1, OB(O)c1ccco1. Product: COc1ccc(N2CC(C)NC(C)C2)cc1NS(=O)(=O)c1ccc(-c2ccco2)cc1F. RXN SMILES: [Br:1][c:2]1[cH:3][c:4]([F:28])[c:5]([S:8](=[O:9])(=[O:10])[NH:11][c:12]2[c:13]([O:26][CH3:27])[cH:14][cH:15][c:16]([N:18]3[CH2:19][CH:20]([CH3:25])[NH:21][CH:22]([CH3:24])[CH2:23]3)[cH:17]2)[cH:6][cH:7]1.[CH3:37][C:38]([CH3:39])([O-:40])[CH3:41].[CH3:43][O:44][CH2:45][CH2:46][O:47][CH3:48].[K+:42].[OH2:49].[cH:50]1[cH:51][cH:52][c:53]([P:54]([Pd:55]([P:56]([c:57]2[cH:58][cH:59][cH:60][cH:61][cH:62]2)([c:63]2[cH:64][cH:65][cH:66][cH:67][cH:68]2)[c:69]2[cH:70][cH:71][cH:72][cH:73][cH:74]2)([P:75]([c:76]2[cH:77][cH:78][cH:79][cH:80][cH:81]2)([c:82]2[cH:83][cH:84][cH:85][cH:86][cH:87]2)[c:88]2[cH:89][cH:90][cH:91][cH:92][cH:93]2)[P:94]([c:95]2[cH:96][cH:97][cH:98][cH:99][cH:100]2)([c:101]2[cH:102][cH:103][cH:104][cH:105][cH:106]2)[c:107]2[cH:108][cH:109][cH:110][cH:111][cH:112]2)([c:113]2[cH:114][cH:115][cH:116][cH:117][cH:118]2)[c:119]2[cH:120][cH:121][cH:122][cH:123][cH:124]2)[cH:125][cH:126]1.[o:29]1[c:30]([B:34]([OH:35])[OH:36])[cH:31][cH:32][cH:33]1>>[c:2]1(-[c:30]2[o:29][cH:33][cH:32][cH:31]2)[cH:3][c:4]([F:28])[c:5]([S:8](=[O:9])(=[O:10])[NH:11][c:12]2[c:13]([O:26][CH3:27])[cH:14][cH:15][c:16]([N:18]3[CH2:19][CH:20]([CH3:25])[NH:21][CH:22]([CH3:24])[CH2:23]3)[cH:17]2)[cH:6][cH:7]1.